Dataset: the Open Reaction Database (ORD), a public repository of structured organic reaction records. Task: describe an organic reaction: reactants, conditions, products, and yield Starting materials: C(C1=CC=CC=C1)OC(=O)N1[C@]([C@@H]([C@H]([C@H]1C)OC(=O)OCC1=CC=CC=C1)NC(=O)OC(C)(C)C)(C1=CC=CC=C1)C ((2S*,3S*,4R*,5R*)-1-benzyloxycarb-onyl-4-(benzyloxycarbonyloxy)-methyl-3-[N-(t-butoxycarbonyl)-amino]-5-methyl-2-phenylpyrrolidine), Cl (HCl), [OH-].[Na+] (NaOH), C(=O)=O (CO2). The solvent is CCOC(=O)C (AcOEt). Run at time 1.5 hour. Product: N[C@@H]1[C@@H](N([C@@H]([C@@H]1CO)C)C(=O)OCC1=CC=CC=C1)C1=CC=CC=C1 ((2S*,3S*,4R*,5R*)-3-Amino-1-benzyloxycarbonyl-4-hydroxymethyl-5-methyl-2-phenylpyrrolidine). Isolated yield 98.0%. RXN SMILES: [CH2:1]([O:8][C:9]([N:11]1[C@H:15]([CH3:16])[C@H:14](OC(OCC2C=CC=CC=2)=O)[C@@H:13]([NH:28]C(OC(C)(C)C)=O)[C@:12]1(C)[C:36]1[CH:41]=[CH:40][CH:39]=[CH:38][CH:37]=1)=[O:10])[C:2]1[CH:7]=[CH:6][CH:5]=[CH:4][CH:3]=1.Cl.[C:44](=O)=O.[OH-:47].[Na+]>CCOC(C)=O>[NH2:28][C@H:13]1[C@@H:14]([CH2:44][OH:47])[C@@H:15]([CH3:16])[N:11]([C:9]([O:8][CH2:1][C:2]2[CH:3]=[CH:4][CH:5]=[CH:6][CH:7]=2)=[O:10])[C@H:12]1[C:36]1[CH:37]=[CH:38][CH:39]=[CH:40][CH:41]=1 |f:3.4|. Reported procedure: To a stirred solution of (2S*,3S*,4R*,5R*)-1-benzyloxycarb-onyl-4-(benzyloxycarbonyloxy)-methyl-3-[N-(t-butoxycarbonyl)-amino]-5-methyl-2-phenylpyrrolidine (0.80 g, 1,82 mmol) in AcOEt (15 ml) was added conc. HCl aq. (8.0 ml) at room temperature; on the addition evolution of CO2 gas took place. After stirring at room temperature for 1.5 hours, the reaction mixture was concentrated in vacuo to give a syrupy residue. This was basified to pH 10-11 with 20% NaOH aq. solution, and then extracted with... The reactants are CC(=O)OC(C)=O, CCCCC1OC(=O)c2cc(N)ccc21, O=S(=O)(O)O. The product is CCCCC1OC(=O)c2cc(NC(C)=O)ccc21. As a reaction SMILES: [CH3:16][C:17](=[O:18])[O:19][C:20](=[O:21])[CH3:22].[NH2:1][c:2]1[cH:3][cH:4][c:5]2[c:10]([cH:11]1)[C:8](=[O:9])[O:7][CH:6]2[CH2:12][CH2:13][CH2:14][CH3:15].[S:23](=[O:24])(=[O:25])([OH:26])[OH:27]>>[NH:1]([c:2]1[cH:3][cH:4][c:5]2[c:10]([cH:11]1)[C:8](=[O:9])[O:7][CH:6]2[CH2:12][CH2:13][CH2:14][CH3:15])[C:17]([CH3:16])=[O:18]. Starting materials: ClC1=CC(=C(CN2N=CC3=CC(=CC=C23)\C=C/2\C(N(C(S2)=O)CC2CCNCC2)=O)C=C1)C(F)(F)F ((5Z)-5-({1-[4-chloro-2-(trifluoromethyl)benzyl]-1H-indazol-5-yl}methylidene)-3-(piperidin-4-ylmethyl)-1,3-thiazolidine-2,4-dione), C=O (formaldehyde). Product: ClC1=CC(=C(CN2N=CC3=CC(=CC=C23)\C=C/2\C(N(C(S2)=O)CC2CCN(CC2)C)=O)C=C1)C(F)(F)F ((5Z)-5-({1-[4-Chloro-2-(trifluoromethyl)benzyl]-1H-indazol-5-yl}methylidene)-3-[(1-methylpiperidin-4-yl)methyl]-1,3-thiazolidine-2,4-dione). RXN SMILES: [Cl:1][C:2]1[CH:32]=[CH:31][C:5]([CH2:6][N:7]2[C:15]3[C:10](=[CH:11][C:12](/[CH:16]=[C:17]4/[C:18](=[O:30])[N:19]([CH2:23][CH:24]5[CH2:29][CH2:28][NH:27][CH2:26][CH2:25]5)[C:20](=[O:22])[S:21]/4)=[CH:13][CH:14]=3)[CH:9]=[N:8]2)=[C:4]([C:33]([F:36])([F:35])[F:34])[CH:3]=1.[CH2:37]=O>>[Cl:1][C:2]1[CH:32]=[CH:31][C:5]([CH2:6][N:7]2[C:15]3[C:10](=[CH:11][C:12](/[CH:16]=[C:17]4/[C:18](=[O:30])[N:19]([CH2:23][CH:24]5[CH2:25][CH2:26][N:27]([CH3:37])[CH2:28][CH2:29]5)[C:20](=[O:22])[S:21]/4)=[CH:13][CH:14]=3)[CH:9]=[N:8]2)=[C:4]([C:33]([F:36])([F:34])[F:35])[CH:3]=1. Procedure: (5Z)-5-({1-[4-Chloro-2-(trifluoromethyl)benzyl]-1H-indazol-5-yl}methylidene)-3-[(1-methylpiperidin-4-yl)methyl]-1,3-thiazolidine-2,4-dione was prepared from (5Z)-5-({1-[4-chloro-2-(trifluoromethyl)benzyl]-1H-indazol-5-yl}methylidene)-3-(piperidin-4-ylmethyl)-1,3-thiazolidine-2,4-dione (Example 130) and formaldehyde following General Procedure R.